This data is from the Open Reaction Database (ORD), a public repository of structured organic reaction records. The task is: describe an organic reaction: reactants, conditions, products, and yield Starting materials: ClC1=CC=C(C=C1)C1=C(C(=NN1C1=C(C=C(C=C1)Cl)Cl)C(=O)NNC(C(C)(C)C)=O)SC (5-(4-chlorophenyl)-1-(2,4-dichlorophenyl)-4-(methylthio)-N′-pivaloyl-1H-pyrazole-3-carbohydrazide), CC[N+](CC)(CC)S(=O)(=O)N=C([O-])OC (Burgess reagent). Solvent: C1CCOC1 (THF). Product: C(C)(C)(C)C=1OC(=NN1)C1=NN(C(=C1SC)C1=CC=C(C=C1)Cl)C1=C(C=C(C=C1)Cl)Cl (2-tert-butyl-5-(5-(4-chlorophenyl)-1-(2,4-dichlorophenyl)-4-(methylthio)-1H-pyrazol-3-yl)-1,3,4-oxadiazole). Yield: 49.3%. RXN SMILES: [Cl:1][C:2]1[CH:7]=[CH:6][C:5]([C:8]2[N:12]([C:13]3[CH:18]=[CH:17][C:16]([Cl:19])=[CH:15][C:14]=3[Cl:20])[N:11]=[C:10]([C:21]([NH:23][NH:24][C:25](=O)[C:26]([CH3:29])([CH3:28])[CH3:27])=[O:22])[C:9]=2[S:31][CH3:32])=[CH:4][CH:3]=1.CC[N+](S(N=C(OC)[O-])(=O)=O)(CC)CC>C1COCC1>[C:26]([C:25]1[O:22][C:21]([C:10]2[C:9]([S:31][CH3:32])=[C:8]([C:5]3[CH:6]=[CH:7][C:2]([Cl:1])=[CH:3][CH:4]=3)[N:12]([C:13]3[CH:18]=[CH:17][C:16]([Cl:19])=[CH:15][C:14]=3[Cl:20])[N:11]=2)=[N:23][N:24]=1)([CH3:29])([CH3:28])[CH3:27]. Procedure: To a solution of 5-(4-chlorophenyl)-1-(2,4-dichlorophenyl)-4-(methylthio)-N′-pivaloyl-1H-pyrazole-3-carbohydrazide (9) (80 mg, 0.156 mmol) and Burgess reagent (111 mg, 0.468 mmol) in THF (5 mL) was irradiated in a microwave reactor (Biotage Initiator™) for 50 minutes at 155° C. The organic extract was dried over anhydrous MgSO4, filtered, and concentrated in vacuo. The residue was subjected to flash column chromatography (Biotage SP1™) to obtain 38 mg (50%) of the title compound as a white solid... Starting materials: C1(C=2C(C(N1CCOC1=CC=C(C(=O)OC)C=C1)=O)=CC=CC2)=O (Methyl 4-(2-Phthalimidoethyloxy)benzoate), NN (hydrazine), Cl (HCl). Run in CO (MeOH), CO (MeOH). Product: NCCOC1=CC=C(C(=O)OC)C=C1 (Methyl 4-(2-Aminoethyloxy)benzoate). RXN SMILES: C1(=O)[N:5]([CH2:6][CH2:7][O:8][C:9]2[CH:18]=[CH:17][C:12]([C:13]([O:15][CH3:16])=[O:14])=[CH:11][CH:10]=2)C(=O)C2=CC=CC=C12.NN.Cl>CO>[NH2:5][CH2:6][CH2:7][O:8][C:9]1[CH:18]=[CH:17][C:12]([C:13]([O:15][CH3:16])=[O:14])=[CH:11][CH:10]=1. Reported procedure: 19-2 (1.59 g, 4.89 mmol) was suspended in 25 mL MeOH. Upon addition of hydrazine (2.0 mL, 64 mmol) the reaction became homogeneous. After 20 h a heavy precipitate had formed. The pH was adjusted to 1 by addition of 6N HCl, MeOH evaporated, and the solid suspended in 1N HCl. After filtering through Celite, the filtrate was washed with CH2Cl2, the pH was adjusted to 12 with 6N NaOH. The aqueous layer was extracted with fresh CH2Cl2. This organic phase was dried (Na2SO4) and concentrated providing ... The product is CCNc1nc2cc(C(F)(F)F)ccc2c(C)c1C(=O)NCc1cccc(F)c1. Reaction SMILES: [CH2:29]([CH3:30])[NH2:31].[CH3:43][CH2:44][O:45][C:46]([CH3:47])=[O:48].[CH3:49][C:50]#[N:51].[CH:32]([N:33]([CH2:34][CH3:35])[CH:36]([CH3:37])[CH3:38])([CH3:39])[CH3:40].[Cl:1][c:2]1[n:3][c:4]2[cH:5][c:6]([C:24]([F:25])([F:26])[F:27])[cH:7][cH:8][c:9]2[c:10]([CH3:23])[c:11]1[C:12](=[O:13])[NH:14][CH2:15][c:16]1[cH:17][c:18]([F:22])[cH:19][cH:20][cH:21]1.[ClH:28].[Na+:42].[OH-:41]>>[c:2]1([NH:31][CH2:29][CH3:30])[n:3][c:4]2[cH:5][c:6]([C:24]([F:25])([F:26])[F:27])[cH:7][cH:8][c:9]2[c:10]([CH3:23])[c:11]1[C:12](=[O:13])[NH:14][CH2:15][c:16]1[cH:17][c:18]([F:22])[cH:19][cH:20][cH:21]1. Reactants: CCN, CCOC(C)=O, CC#N, CCN(C(C)C)C(C)C, Cc1c(C(=O)NCc2cccc(F)c2)c(Cl)nc2cc(C(F)(F)F)ccc12, Cl, [Na+], [OH-]. The reactants are CC(C)(C)[O-], Cc1ccccc1, CC(C)(C)O, CC#N, ClCCl, CC(NC(=O)C1CCC(NS(=O)(=O)c2ccc(Cl)nc2)CC1)c1ccc(F)cc1, [Na+], O=C(C=Cc1ccccc1)C=Cc1ccccc1, O=C(C=Cc1ccccc1)C=Cc1ccccc1, O=C(C=Cc1ccccc1)C=Cc1ccccc1, [Pd], [Pd], c1cn[nH]c1. Product: CC(NC(=O)C1CCC(NS(=O)(=O)c2ccc(-n3cccn3)nc2)CC1)c1ccc(F)cc1. RXN SMILES: [CH3:35][C:36]([CH3:37])([O-:38])[CH3:39].[CH3:41][c:42]1[cH:43][cH:44][cH:45][cH:46][cH:47]1.[CH3:48][C:49]([OH:50])([CH3:51])[CH3:52].[CH3:56][C:57]#[N:58].[Cl:53][CH2:54][Cl:55].[F:1][c:2]1[cH:3][cH:4][c:5]([CH:8]([CH3:9])[NH:10][C:11](=[O:12])[CH:13]2[CH2:14][CH2:15][CH:16]([NH:19][S:20](=[O:21])(=[O:22])[c:23]3[cH:24][n:25][c:26]([Cl:29])[cH:27][cH:28]3)[CH2:17][CH2:18]2)[cH:6][cH:7]1.[Na+:40].[O:61]=[C:62]([CH:63]=[CH:64][c:65]1[cH:66][cH:67][cH:68][cH:69][cH:70]1)[CH:71]=[CH:72][c:73]1[cH:74][cH:75][cH:76][cH:77][cH:78]1.[O:79]=[C:80]([CH:81]=[CH:82][c:83]1[cH:84][cH:85][cH:86][cH:87][cH:88]1)[CH:89]=[CH:90][c:91]1[cH:92][cH:93][cH:94][cH:95][cH:96]1.[O:97]=[C:98]([CH:99]=[CH:100][c:101]1[cH:102][cH:103][cH:104][cH:105][cH:106]1)[CH:107]=[CH:108][c:109]1[cH:110][cH:111][cH:112][cH:113][cH:114]1.[Pd:59].[Pd:60].[nH:30]1[n:31][cH:32][cH:33][cH:34]1>>[F:1][c:2]1[cH:3][cH:4][c:5]([CH:8]([CH3:9])[NH:10][C:11](=[O:12])[CH:13]2[CH2:14][CH2:15][CH:16]([NH:19][S:20](=[O:21])(=[O:22])[c:23]3[cH:24][n:25][c:26](-[n:30]4[n:31][cH:32][cH:33][cH:34]4)[cH:27][cH:28]3)[CH2:17][CH2:18]2)[cH:6][cH:7]1. Reactants: COC1=C(CN2CC3=C(N=C4C=CC=C(C2=O)N43)C4=CC=C(C=O)C=C4)C=CC(=C1)OC (4-[4-(2,4-Dimethoxybenzyl)-5-oxo-4,5-dihydro-3H-1,4,8b-triazaacenaphthylen-2-yl]benzaldehyde), N(C)C.Cl (Me2NH.HCl), Ti(iPrO)4, [BH3-]C#N.[Na+] (NaBH3CN). The solvent is ClCCCl (DCE). Reaction conditions: time 12 hour. Yields the product COC1=C(CN2CC3=C(N=C4C=CC=C(C2=O)N43)C4=CC=C(C=C4)CNC)C=CC(=C1)OC (4-(2,4-dimethoxybenzyl)-2-{4-[(methylamino)methyl]phenyl}-3,4-dihydro-5H-1,4,8b-triazaacenaphthylen-5-one). RXN SMILES: [CH3:1][O:2][C:3]1[CH:30]=[C:29]([O:31][CH3:32])[CH:28]=[CH:27][C:4]=1[CH2:5][N:6]1[C:16](=[O:17])[C:15]2[N:18]3[C:8](=[C:9]([C:19]4[CH:26]=[CH:25][C:22]([CH:23]=O)=[CH:21][CH:20]=4)[N:10]=[C:11]3[CH:12]=[CH:13][CH:14]=2)[CH2:7]1.[NH:33](C)[CH3:34].Cl.[BH3-]C#N.[Na+]>ClCCCl>[CH3:1][O:2][C:3]1[CH:30]=[C:29]([O:31][CH3:32])[CH:28]=[CH:27][C:4]=1[CH2:5][N:6]1[C:16](=[O:17])[C:15]2[N:18]3[C:8](=[C:9]([C:19]4[CH:20]=[CH:21][C:22]([CH2:23][NH:33][CH3:34])=[CH:25][CH:26]=4)[N:10]=[C:11]3[CH:12]=[CH:13][CH:14]=2)[CH2:7]1 |f:1.2,3.4|. Reported procedure: To a solution of (B3) in DCE (0.1 M) was added Me2NH.HCl (8 eq.) and Ti(iPrO)4 (2.0 eq.) and the mixture stirred at RT for 12 h. To this solution, NaBH3CN (1.1 eq.) was added and stirring was continued for 12 h. The reaction mixture was quenched by the addition of sat. aq. NaHCO3, then, the aqueous phase was separated and extracted several times with DCM. The combined organic extracts were washed with brine and dried (Na2SO4). Evaporation of the solvent gave a residue of 4-(2,4-dimethoxybenzyl)-... Starting materials: O=C[C@H](O)[C@@H](O)[C@@H](O)[C@H](O)CO (D-galactose), C(CCCCCCCCCCC)N (dodecylamine). Product: C(CCCCCCCCCCC)NC1[C@H](O)[C@@H](O)[C@@H](O)[C@H](O1)CO (N-Dodecyl-D-galactopyranosylamine). RXN SMILES: O=[CH:2][C@@H:3]([C@H:5]([C@H:7]([C@@H:9]([CH2:11][OH:12])[OH:10])[OH:8])[OH:6])[OH:4].[CH2:13]([NH2:25])[CH2:14][CH2:15][CH2:16][CH2:17][CH2:18][CH2:19][CH2:20][CH2:21][CH2:22][CH2:23][CH3:24]>>[CH2:13]([NH:25][CH:2]1[O:10][C@H:9]([CH2:11][OH:12])[C@H:7]([OH:8])[C@H:5]([OH:6])[C@H:3]1[OH:4])[CH2:14][CH2:15][CH2:16][CH2:17][CH2:18][CH2:19][CH2:20][CH2:21][CH2:22][CH2:23][CH3:24]. Procedure details: Preparation from D-galactose and dodecylamine according to Example 1. Procedure: Methyl (2R)-Tetrahydro-5-hydroxy-2- furoate was prepared as for the S-isomer from methyl (2R)-tetrahydro-5-methoxy-2-furoate in similar yield: α!D25 -9.2° (c=1.8, CH3OH); IR (neat, cm-1) 3543 (br), 2956, 1741, 1068, 1010; 1H NMR (CDCL3) for diastereomer A (58%) a 5.62 (m, 1H), 4.67 (dd, J=6.5, 8.1 Hz, 1H), 3.78 (s, 3H), 2.46-1.93 (m, 4H); for diastereomer B (42%) δ 5.75 (m, 1H), 4.73 (dd, J=3.8, 8.5 Hz, 1H), 3.76 (s, 3H), 2.46-1.93 (m, 4H); HRMS calculated for C6H10O4 (M+), 146.0579, found 46.05... The product is OC1CC[C@@H](O1)C(=O)OC (Methyl (2R)-Tetrahydro-5-hydroxy-2- furoate). The reactants are COC1CC[C@@H](O1)C(=O)OC (methyl (2R)-tetrahydro-5-methoxy-2-furoate), 5.62. As a reaction SMILES: C[O:2][CH:3]1[O:7][C@@H:6]([C:8]([O:10][CH3:11])=[O:9])[CH2:5][CH2:4]1>CO>[OH:2][CH:3]1[O:7][C@@H:6]([C:8]([O:10][CH3:11])=[O:9])[CH2:5][CH2:4]1. Solvent: CO (CH3OH). Starting materials: BrC1=CC(=C(C=C1F)C=1CCN(CC1)C)F (4-(4-bromo-2,5-difluorophenyl)-1,2,3,6-tetrahydro-1-methylpyridine), cuprous cyanide, CN(C=O)C (dimethylformamide). The product is FC1=C(C#N)C=C(C(=C1)C=1CCN(CC1)C)F (2,5-Difluoro-4-(1,2,3,6-tetrahydro-1-methyl-4-pyridinyl) benzonitrile). RXN SMILES: Br[C:2]1[C:7]([F:8])=[CH:6][C:5]([C:9]2[CH2:10][CH2:11][N:12]([CH3:15])[CH2:13][CH:14]=2)=[C:4]([F:16])[CH:3]=1.[CH3:17][N:18](C)C=O>>[F:8][C:7]1[CH:6]=[C:5]([C:9]2[CH2:10][CH2:11][N:12]([CH3:15])[CH2:13][CH:14]=2)[C:4]([F:16])=[CH:3][C:2]=1[C:17]#[N:18]. Procedure details: A mixture of 2.88 g (10 mmoles) of 4-(4-bromo-2,5-difluorophenyl)-1,2,3,6-tetrahydro-1-methylpyridine and 0.90 g (10 mmoles) of cuprous cyanide in 30 ml of dimethylformamide was refluxed overnight. The solvent was evaporated, the residue treated with ammonium hydroxide, and the solution extracted with dichloromethane. Evaporation of the organic phase afforded the title compound.